From a dataset of the Open Reaction Database (ORD), a public repository of structured organic reaction records. describe an organic reaction: reactants, conditions, products, and yield Starting materials: O (water), NC=1C=C(C=CC1)CC(=O)O (3-aminophenylacetic acid), O.C1(=CC=C(C=C1)S(=O)(=O)O)C (p-toluene sulphonic acid monohydrate), C(C1=CC=CC=C1)O (benzyl alcohol). Solvent: C1(=CC=CC=C1)C (toluene). Reaction conditions: temperature 25 celsius, time 1 hour. Product: C1(=CC=C(C=C1)S(=O)(=O)O)C.C(C1=CC=CC=C1)OC(CC1=CC(=CC=C1)N)=O (3-amino-phenylacetic acid benzyl ester p-toluene sulphonic acid). Reaction SMILES: [NH2:1][C:2]1[CH:3]=[C:4]([CH2:8][C:9]([OH:11])=[O:10])[CH:5]=[CH:6][CH:7]=1.O.[C:13]1([CH3:23])[CH:18]=[CH:17][C:16]([S:19]([OH:22])(=[O:21])=[O:20])=[CH:15][CH:14]=1.[CH2:24](O)[C:25]1[CH:30]=[CH:29][CH:28]=[CH:27][CH:26]=1.O>C1(C)C=CC=CC=1>[C:13]1([CH3:23])[CH:14]=[CH:15][C:16]([S:19]([OH:22])(=[O:20])=[O:21])=[CH:17][CH:18]=1.[CH2:24]([O:10][C:9](=[O:11])[CH2:8][C:4]1[CH:5]=[CH:6][CH:7]=[C:2]([NH2:1])[CH:3]=1)[C:25]1[CH:30]=[CH:29][CH:28]=[CH:27][CH:26]=1 |f:1.2,6.7|. Reported procedure: 3-amino-phenylacetic acid benzyl ester p-toluene sulphonic acid was prepared by adding 3-aminophenylacetic acid (10 g) and p-toluene sulphonic acid monohydrate (13.2 g) to benzyl alcohol (27.2 ml) in toluene (30 ml). The mixture was heated under reflux and the water formed collected in a Dean-Stark receiver. When all the water had been distilled off the mixture was allowed to cool to 25° C. before diluting with diethyl ether and placing in an ice-bath for 1 hr. The crystalline p-toluene sulphona... Starting materials: CC(=O)O, O=CNC1CC(=O)OC1=O, NC(Cc1ccccc1)C(=O)O. The product is O=CNC(CC(=O)O)C(=O)NC(Cc1ccccc1)C(=O)O. RXN SMILES: [CH3:23][C:24](=[O:25])[OH:26].[CH:13](=[O:14])[NH:15][CH:16]1[CH2:17][C:18](=[O:19])[O:20][C:21]1=[O:22].[NH2:1][CH:2]([CH2:3][c:4]1[cH:5][cH:6][cH:7][cH:8][cH:9]1)[C:10]([OH:11])=[O:12]>>[NH:1]([CH:2]([CH2:3][c:4]1[cH:5][cH:6][cH:7][cH:8][cH:9]1)[C:10]([OH:11])=[O:12])[C:21]([CH:16]([NH:15][CH:13]=[O:14])[CH2:17][C:18](=[O:19])[OH:20])=[O:22]. The reactants are BrC1=C2C(=NC=C1)N(C(=C2)C2=CC(=CC=C2)C=O)S(=O)(=O)C2=CC=CC=C2 (4-bromo-2-(3-formylphenyl)-1-phenylsulfonyl-1H-pyrrolo[2,3-b]pyridine), [N+](=O)([O-])C1=CC=C(C=C1)C1=NN(C=C1B1OC(C(O1)(C)C)(C)C)CC (3-(4-nitrophenyl)-1-ethyl-4-(4,4,5,5-tetramethyl-1,3,2-dioxaborolan-2-yl)-1H-pyrazole), C([O-])(O)=O.[Na+] (sodium bicarbonate). Reagents/catalysts: C=1C=CC(=CC1)[P](C=2C=CC=CC2)(C=3C=CC=CC3)[Pd]([P](C=4C=CC=CC4)(C=5C=CC=CC5)C=6C=CC=CC6)([P](C=7C=CC=CC7)(C=8C=CC=CC8)C=9C=CC=CC9)[P](C=1C=CC=CC1)(C=1C=CC=CC1)C=1C=CC=CC1 (tetrakis(triphenylphosphine)palladium(0)). The solvent is CN(C=O)C (N,N-dimethylformamide). Reaction conditions: temperature 100 celsius, time 8 hour. Product: [N+](=O)([O-])C1=CC=C(C=C1)C1=NN(C=C1C1=C2C(=NC=C1)N(C(=C2)C2=CC(=CC=C2)C=O)S(=O)(=O)C2=CC=CC=C2)CC (4-[3-(4-nitrophenyl)-1-ethyl-1H-pyrazol-4-yl]-2-(3-formylphenyl)-1-phenylsulfonyl-1H-pyrrolo[2,3-b]pyridine). The yield is 81.0%. Reaction SMILES: Br[C:2]1[CH:7]=[CH:6][N:5]=[C:4]2[N:8]([S:19]([C:22]3[CH:27]=[CH:26][CH:25]=[CH:24][CH:23]=3)(=[O:21])=[O:20])[C:9]([C:11]3[CH:16]=[CH:15][CH:14]=[C:13]([CH:17]=[O:18])[CH:12]=3)=[CH:10][C:3]=12.[N+:28]([C:31]1[CH:36]=[CH:35][C:34]([C:37]2[C:41](B3OC(C)(C)C(C)(C)O3)=[CH:40][N:39]([CH2:51][CH3:52])[N:38]=2)=[CH:33][CH:32]=1)([O-:30])=[O:29].C(=O)(O)[O-].[Na+]>C1C=CC([P]([Pd]([P](C2C=CC=CC=2)(C2C=CC=CC=2)C2C=CC=CC=2)([P](C2C=CC=CC=2)(C2C=CC=CC=2)C2C=CC=CC=2)[P](C2C=CC=CC=2)(C2C=CC=CC=2)C2C=CC=CC=2)(C2C=CC=CC=2)C2C=CC=CC=2)=CC=1.CN(C)C=O>[N+:28]([C:31]1[CH:32]=[CH:33][C:34]([C:37]2[C:41]([C:2]3[CH:7]=[CH:6][N:5]=[C:4]4[N:8]([S:19]([C:22]5[CH:27]=[CH:26][CH:25]=[CH:24][CH:23]=5)(=[O:21])=[O:20])[C:9]([C:11]5[CH:16]=[CH:15][CH:14]=[C:13]([CH:17]=[O:18])[CH:12]=5)=[CH:10][C:3]=34)=[CH:40][N:39]([CH2:51][CH3:52])[N:38]=2)=[CH:35][CH:36]=1)([O-:30])=[O:29] |f:2.3,^1:61,63,82,101|. Procedure details: In a sealed pressure tube was added 4-bromo-2-(3-formylphenyl)-1-phenylsulfonyl-1H-pyrrolo[2,3-b]pyridine (1.6 mmol), 3-(4-nitrophenyl)-1-ethyl-4-(4,4,5,5-tetramethyl-1,3,2-dioxaborolan-2-yl)-1H-pyrazole (1.7 mmol), N,N-dimethylformamide (15 mL), aqueous saturated sodium bicarbonate (4 mL) and tetrakis(triphenylphosphine)palladium(0) (0.09 mmol). The reaction was purged with nitrogen, capped, and stirred at 100° C. for 8 h. After cooling to room temperature, the reaction was concentrated under v...